From a dataset of the Open Reaction Database (ORD), a public repository of structured organic reaction records. describe an organic reaction: reactants, conditions, products, and yield Reactants: C(#N)C1=CC(=C(C=C1)NC(=O)C1C(C2(C(N1)CC(C)(C)C)C(NC1=CC(=CC=C12)Br)=O)C1=C(C(=CC=C1)Cl)F)OC (rac-(2′S,3′R,4′S,5′R)-6-bromo-4′-(3-chloro-2-fluoro-phenyl)-2′-(2,2-dimethyl-propyl)-2-oxo-1,2-dihydro-spiro[indole-3,3′-pyrrolidine]-5′-carboxylic acid (4-cyano-2-methoxy-phenyl)-amide), OO (H2O2), [OH-].[Na+] (NaOH). Run in CS(=O)C (DMSO). Procedure details: To the solution of rac-(2′S,3′R,4′S,5′R)-6-bromo-4′-(3-chloro-2-fluoro-phenyl)-2′-(2,2-dimethyl-propyl)-2-oxo-1,2-dihydro-spiro[indole-3,3′-pyrrolidine]-5′-carboxylic acid (4-cyano-2-methoxy-phenyl)-amide (0.14 g, 0.22 mmol) prepared in Example 118 in DMSO (1 mL) at 0° C. was added an aqueous solution (30% Aldrich) of H2O2 (0.37 g, 3.3 mmol), then aqueous solution (1N) of NaOH (1.1 mL, 1.1 mmol) was added dropwise. The reaction mixture was stirred at 10° C. for 1 h. The mixture was partitioned b... Reaction conditions: temperature 10 celsius, time 1 hour. Isolated yield 82.9%. RXN SMILES: [C:1]([C:3]1[CH:8]=[CH:7][C:6]([NH:9][C:10]([CH:12]2[NH:16][CH:15]([CH2:17][C:18]([CH3:21])([CH3:20])[CH3:19])[C:14]3([C:29]4[C:24](=[CH:25][C:26]([Br:30])=[CH:27][CH:28]=4)[NH:23][C:22]3=[O:31])[CH:13]2[C:32]2[CH:37]=[CH:36][CH:35]=[C:34]([Cl:38])[C:33]=2[F:39])=[O:11])=[C:5]([O:40][CH3:41])[CH:4]=1)#[N:2].[OH:42]O.[OH-].[Na+]>CS(C)=O>[C:1]([C:3]1[CH:8]=[CH:7][C:6]([NH:9][C:10]([CH:12]2[NH:16][CH:15]([CH2:17][C:18]([CH3:21])([CH3:20])[CH3:19])[C:14]3([C:29]4[C:24](=[CH:25][C:26]([Br:30])=[CH:27][CH:28]=4)[NH:23][C:22]3=[O:31])[CH:13]2[C:32]2[CH:37]=[CH:36][CH:35]=[C:34]([Cl:38])[C:33]=2[F:39])=[O:11])=[C:5]([O:40][CH3:41])[CH:4]=1)(=[O:42])[NH2:2] |f:2.3|. The product is C(N)(=O)C1=CC(=C(C=C1)NC(=O)C1C(C2(C(N1)CC(C)(C)C)C(NC1=CC(=CC=C12)Br)=O)C1=C(C(=CC=C1)Cl)F)OC (rac-(2′S,3′R,4′S,5′R)-6-bromo-4′-(3-chloro-2-fluoro-phenyl)-2′-(2,2-dimethyl-propyl)-2-oxo-1,2-dihydro-spiro[indole-3,3′-pyrrolidine]-5′-carboxylic acid (4-carbamoyl-2-methoxy-phenyl)-amide). The reactants are IC1=CN(C2=NC=C(N=C21)C2=CC=C(C=C2)S(=O)(=O)C(C)C)S(=O)(=O)C2=CC=C(C=C2)C (7-iodo-2-(4-isopropylsulfonylphenyl)-5-(p-tolylsulfonyl)pyrrolo[2,3-b]pyrazine), C(C1=CC=CC=C1)N (benzylamine), C1(=CC=CC=C1)P(C1=C2OC=3C(=CC=CC3C(C2=CC=C1)(C)C)P(C1=CC=CC=C1)C1=CC=CC=C1)C1=CC=CC=C1 ((5-diphenylphosphanyl-9,9-dimethyl-xanthen-4-yl)-diphenyl-phosphane), C([O-])([O-])=O.[Na+].[Na+] (sodium carbonate). Reagents/catalysts: C(C)(=O)[O-].C(C)(=O)[O-].[Pd+2] (palladium diacetate). The solvent is O1CCOCC1 (dioxane). Reaction conditions: temperature 60 celsius, time 8 hour. Product: C(C1=CC=CC=C1)NC(=O)C1=CNC2=NC=C(N=C21)C2=CC=C(C=C2)S(=O)(=O)C(C)C (N-benzyl-2-(4-(isopropylsulfonyl)phenyl)-5H-pyrrolo[2,3-b]pyrazine-7-carboxamide). Yield: 128.0%. Reaction SMILES: I[C:2]1[C:10]2[C:5](=[N:6][CH:7]=[C:8]([C:11]3[CH:16]=[CH:15][C:14]([S:17]([CH:20]([CH3:22])[CH3:21])(=[O:19])=[O:18])=[CH:13][CH:12]=3)[N:9]=2)[N:4](S(C2C=CC(C)=CC=2)(=O)=O)[CH:3]=1.[CH2:33]([NH2:40])[C:34]1[CH:39]=[CH:38][CH:37]=[CH:36][CH:35]=1.C1(P(C2C=CC=CC=2)C2C=CC=C3[C:49]=2[O:50]C2C(P(C4C=CC=CC=4)C4C=CC=CC=4)=CC=CC=2C3(C)C)C=CC=CC=1.C(=O)([O-])[O-].[Na+].[Na+]>C([O-])(=O)C.C([O-])(=O)C.[Pd+2].O1CCOCC1>[CH2:33]([NH:40][C:49]([C:2]1[C:10]2[C:5](=[N:6][CH:7]=[C:8]([C:11]3[CH:12]=[CH:13][C:14]([S:17]([CH:20]([CH3:21])[CH3:22])(=[O:19])=[O:18])=[CH:15][CH:16]=3)[N:9]=2)[NH:4][CH:3]=1)=[O:50])[C:34]1[CH:39]=[CH:38][CH:37]=[CH:36][CH:35]=1 |f:3.4.5,6.7.8|. Reported procedure: 7-iodo-2-(4-isopropylsulfonylphenyl)-5-(p-tolylsulfonyl)pyrrolo[2,3-b]pyrazine (100 mg, 0.3 mmol), benzylamine (160.7 mg, 1.5 mmol), (5-diphenylphosphanyl-9,9-dimethyl-xanthen-4-yl)-diphenyl-phosphane (9.5 mg, 0.016 mmol), palladium diacetate (3.7 mg, 0.016 mmol) and sodium carbonate (70 mg, 0.65 mmol) were added to dioxane (2 mL) in a sealed flask. The reaction was flushed well with carbon monoxide and heated to 60° C. overnight. 2M aqueous LiOH (2 mL) was added and the resultant mixture stirre...